From a dataset of the Open Reaction Database (ORD), a public repository of structured organic reaction records. describe an organic reaction: reactants, conditions, products, and yield Starting materials: CC, CN(C)c1ccncc1, Cl, CN(C)C=O, O=S(=O)(Cl)Cl, NC(=O)c1cc(-c2ccccc2)cc2c(C3CCNCC3)n[nH]c12. The product is CCS(=O)(=O)N1CCC(c2n[nH]c3c(C(N)=O)cc(-c4ccccc4)cc23)CC1. As a reaction SMILES: [CH3:31][CH3:32].[CH3:38][N:39]([c:40]1[cH:41][cH:42][n:43][cH:44][cH:45]1)[CH3:46].[ClH:1].[O:33]=[CH:34][N:35]([CH3:36])[CH3:37].[S:26](=[O:27])(=[O:28])([Cl:29])[Cl:30].[c:2]1(-[c:8]2[cH:9][c:10]3[c:11]([CH:20]4[CH2:21][CH2:22][NH:23][CH2:24][CH2:25]4)[n:12][nH:13][c:14]3[c:15]([C:17](=[O:18])[NH2:19])[cH:16]2)[cH:3][cH:4][cH:5][cH:6][cH:7]1>>[c:2]1(-[c:8]2[cH:9][c:10]3[c:11]([CH:20]4[CH2:21][CH2:22][N:23]([S:26](=[O:27])(=[O:28])[CH2:31][CH3:32])[CH2:24][CH2:25]4)[n:12][nH:13][c:14]3[c:15]([C:17](=[O:18])[NH2:19])[cH:16]2)[cH:3][cH:4][cH:5][cH:6][cH:7]1. Starting materials: CC(=O)O, NC(=O)Cc1ccc(C(=O)Nc2cccc(Cl)c2Cl)cc1, O=N[O-], [Na+], O, O=S(=O)(O)O. Product: O=C(O)Cc1ccc(C(=O)Nc2cccc(Cl)c2Cl)cc1. As a reaction SMILES: [CH3:31][C:32](=[O:33])[OH:34].[Cl:1][c:2]1[c:3]([NH:9][C:10](=[O:11])[c:12]2[cH:13][cH:14][c:15]([CH2:18][C:19](=[O:20])[NH2:21])[cH:16][cH:17]2)[cH:4][cH:5][cH:6][c:7]1[Cl:8].[N:27]([O-:28])=[O:29].[Na+:30].[OH2:35].[S:22]([OH:23])(=[O:24])(=[O:25])[OH:26]>>[Cl:1][c:2]1[c:3]([NH:9][C:10](=[O:11])[c:12]2[cH:13][cH:14][c:15]([CH2:18][C:19]([OH:20])=[O:23])[cH:16][cH:17]2)[cH:4][cH:5][cH:6][c:7]1[Cl:8]. Starting materials: CCCn1c(=O)c2nc(C(C)Cc3ccc(OCC(=O)O)cc3)[nH]c2n(CCC)c1=O, CCN=C=NCCCN(C)C, CN(C)C=O, CO, ClC(Cl)Cl, Cl, NCCN, O=C1CCC(=O)N1O. Yields the product CCCn1c(=O)c2nc(C(C)Cc3ccc(OCC(=O)NCCN)cc3)[nH]c2n(CCC)c1=O. Reaction SMILES: [CH2:1]([CH2:2][CH3:3])[n:4]1[c:5](=[O:31])[n:6]([CH2:28][CH2:29][CH3:30])[c:7]2[nH:8][c:9]([CH:14]([CH2:15][c:16]3[cH:17][cH:18][c:19]([O:20][CH2:21][C:22](=[O:23])[OH:24])[cH:25][cH:26]3)[CH3:27])[n:10][c:11]2[c:12]1=[O:13].[CH3:41][N:42]([CH3:43])[CH2:44][CH2:45][CH2:46][N:47]=[C:48]=[N:49][CH2:50][CH3:51].[CH3:56][N:57]([CH3:58])[CH:59]=[O:60].[CH3:61][OH:62].[CH:63]([Cl:64])([Cl:65])[Cl:66].[ClH:40].[NH2:52][CH2:53][CH2:54][NH2:55].[OH:32][N:33]1[C:34](=[O:35])[CH2:36][CH2:37][C:38]1=[O:39]>>[CH2:1]([CH2:2][CH3:3])[n:4]1[c:5](=[O:31])[n:6]([CH2:28][CH2:29][CH3:30])[c:7]2[nH:8][c:9]([CH:14]([CH2:15][c:16]3[cH:17][cH:18][c:19]([O:20][CH2:21][C:22](=[O:23])[NH:55][CH2:54][CH2:53][NH2:52])[cH:25][cH:26]3)[CH3:27])[n:10][c:11]2[c:12]1=[O:13]. The reactants are CC(C)=O, ClCCNCCCl, Cl, N#CC=CS(=O)(=O)c1ccc(N)cc1, O=P(Cl)(Cl)Cl, c1ccncc1. Yields the product O=P(Cl)(Cl)N(CCCl)CCCl. RXN SMILES: [CH3:34][C:35](=[O:36])[CH3:37].[Cl:2][CH2:3][CH2:4][NH:5][CH2:6][CH2:7][Cl:8].[ClH:1].[NH2:20][c:21]1[cH:22][cH:23][c:24]([S:25]([CH:26]=[CH:27][C:28]#[N:29])(=[O:30])=[O:31])[cH:32][cH:33]1.[P:9](=[O:10])([Cl:11])([Cl:12])[Cl:13].[cH:14]1[cH:15][cH:16][n:17][cH:18][cH:19]1>>[Cl:2][CH2:3][CH2:4][N:5]([CH2:6][CH2:7][Cl:8])[P:9](=[O:10])([Cl:11])[Cl:12].